From a dataset of the Open Reaction Database (ORD), a public repository of structured organic reaction records. describe an organic reaction: reactants, conditions, products, and yield Reactants: O=C1C2=C(COC3=C1C=C(C=C3)CCCCO)C=CS2 (4-(4,10-dihydro-10-oxothieno[3,2-c][1]benzoxepin-8-yl)butanol), CS(=O)(=O)Cl (methanesulfonyl chloride). The solvent is N1=CC=CC=C1 (pyridine). Conditions: time 8 hour. The product is CS(=O)(=O)OCCCCC=1C=CC2=C(C(C3=C(CO2)C=CS3)=O)C1 (4-(4,10-dihydro-10-oxothieno[3,2-c][1]benzoxepin-8-yl)butanol methanesulfonate). Yield: 10.8%. As a reaction SMILES: [O:1]=[C:2]1[C:8]2[CH:9]=[C:10]([CH2:13][CH2:14][CH2:15][CH2:16][OH:17])[CH:11]=[CH:12][C:7]=2[O:6][CH2:5][C:4]2[CH:18]=[CH:19][S:20][C:3]1=2.[CH3:21][S:22](Cl)(=[O:24])=[O:23]>N1C=CC=CC=1>[CH3:21][S:22]([O:17][CH2:16][CH2:15][CH2:14][CH2:13][C:10]1[CH:11]=[CH:12][C:7]2[O:6][CH2:5][C:4]3[CH:18]=[CH:19][S:20][C:3]=3[C:2](=[O:1])[C:8]=2[CH:9]=1)(=[O:24])=[O:23]. Procedure details: A chilled stirring solution of 9.5 g of 4-(4,10-dihydro-10-oxothieno[3,2-c][1]benzoxepin-8-yl)butanol in 200 ml of sieve dried pyridine was treated dropwise with 3.80 g of methanesulfonyl chloride and the addition funnel was rinsed with a few ml of methylene chloride. The stirring solution was allowed to equilibrate to room temperature overnight with the bath in place. The resulting solution was poured into 750 ml of water and was allowed to stand for 15 min. The solids were collected by filtrat...